Dataset: the Open Reaction Database (ORD), a public repository of structured organic reaction records. Task: describe an organic reaction: reactants, conditions, products, and yield The reactants are solution, C(CCC)[Li] (n-butyllithium), C1(=CC=C(C=C1)S(=O)(=O)NN=C1CCCCCCC1)C (cyclooctanone p-toluenesulfonyl hydrazone), CN(C)C=O (DMF), O (water). Solvent: CCCCCC (hexane), CCN(CC)CCN(CC)CC (N,N,N′,N′-tetraethylenediamine). RXN SMILES: C1(C)C=CC(S(NN=[C:12]2[CH2:19][CH2:18][CH2:17][CH2:16][CH2:15][CH2:14][CH2:13]2)(=O)=O)=CC=1.C([Li])CCC.CN([CH:29]=[O:30])C.O>CCN(CCN(CC)CC)CC.CCCCCC>[C:12]1([CH:29]=[O:30])[CH2:13][CH2:14][CH2:15][CH2:16][CH2:17][CH2:18][CH:19]=1. The product is C1(=CCCCCCC1)C=O (cyclooctene-1-carbaldehyde). Procedure details: To cyclooctanone p-toluenesulfonyl hydrazone (4.5 g) suspended in N,N,N′,N′-tetraethylenediamine (46 ml) was added dropwise at −55° C. a 1.6 M solution of n-butyllithium in hexane (38 ml). The resulting mixture was stirred at room temperature for 30 minutes under an argon atmosphere, was then cooled with ice, was mixed with DMF (5.9 ml) and was stirred at room temperature for one hour. The reaction mixture was poured into water and was extracted with ethyl acetate. The organic layer was washed w... Reaction conditions: time 30 minute. Reactants: IC1=C2C(C(=NC2=CC(=C1I)I)C)(C)C (4,5,6-triiodo-2,3,3-trimethyl-3H-indole), IC (iodomethane). Product: [I-].IC1=C2C(C(=[N+](C2=CC(=C1)I)C)C)(C)C (4,6-diiodo-1,2,3,3-tetramethyl-3H-indolium iodide). As a reaction SMILES: [I:1][C:2]1[C:10](I)=[C:9]([I:12])[CH:8]=[C:7]2[C:3]=1[C:4]([CH3:15])([CH3:14])[C:5]([CH3:13])=[N:6]2.I[CH3:17]>>[I-:1].[I:1][C:2]1[CH:10]=[C:9]([I:12])[CH:8]=[C:7]2[C:3]=1[C:4]([CH3:14])([CH3:15])[C:5]([CH3:13])=[N+:6]2[CH3:17] |f:2.3|. Procedure details: 1.05 g (2.5 mmol) of 4,5,6-triiodo-2,3,3-trimethyl-3H-indole and 2 mL of iodomethane were heated at 45° C. for 6 hours in a sealed tube. The formed precipitate was filtered, washed with acetone. Yield: 900 mg. 1H-NMR (300 MHz, DMSO-d6), δ, ppm: 8.37 (2H, d, 5.4 Hz, arom.), 3.92 (3H, s, NCH3), 2.79 (3H, s, CH3), 1.61 (6H, s, C(CH3)2). The reactants are ClC1=CC=C(CN2C(N(N=C(C2=O)CBr)C=2C=C(C=CC2)NC(C)=O)=O)C=C1 (N-(3-(4-(4-chlorobenzyl)-6-(bromomethyl)-3,5-dioxo-4,5-dihydro-1,2,4-triazin-2(3H)-yl)phenyl)acetamide), [I-].[Na+] (sodium iodide). Run in CC(=O)C (acetone), O (water). Run at time 8 hour. Yields the product ClC1=CC=C(CN2C(N(N=C(C2=O)CI)C=2C=C(C=CC2)NC(C)=O)=O)C=C1 (N-(3-(4-(4-chlorobenzyl)-6-(iodomethyl)-3,5-dioxo-4,5-dihydro-1,2,4-triazin-2(3H)-yl)phenyl)acetamide). Isolated yield 100.2%. As a reaction SMILES: [Cl:1][C:2]1[CH:28]=[CH:27][C:5]([CH2:6][N:7]2[C:12](=[O:13])[C:11]([CH2:14]Br)=[N:10][N:9]([C:16]3[CH:17]=[C:18]([NH:22][C:23](=[O:25])[CH3:24])[CH:19]=[CH:20][CH:21]=3)[C:8]2=[O:26])=[CH:4][CH:3]=1.[I-:29].[Na+]>CC(C)=O.O>[Cl:1][C:2]1[CH:28]=[CH:27][C:5]([CH2:6][N:7]2[C:12](=[O:13])[C:11]([CH2:14][I:29])=[N:10][N:9]([C:16]3[CH:17]=[C:18]([NH:22][C:23](=[O:25])[CH3:24])[CH:19]=[CH:20][CH:21]=3)[C:8]2=[O:26])=[CH:4][CH:3]=1 |f:1.2|. Procedure details: According to Scheme 7 Step 6: A mixture of N-(3-(4-(4-chlorobenzyl)-6-(bromomethyl)-3,5-dioxo-4,5-dihydro-1,2,4-triazin-2(3H)-yl)phenyl)acetamide (200 mg, 0.43 mmol) and sodium iodide (97 mg, 0.65 mmol) in acetone (10 mL) was stirred overnight at room temperature. The mixture was diluted with water (100 mL) and the aqueous layer was extracted twice with 100 mL of DCM. The organic layer were combined and successively dried over MgSO4, filtered and concentrated under reduced pressure to afford N-(... Reactants: BrB(Br)Br, COc1cc(N2CCC(C(=O)Cn3nc(C(F)(F)F)c(Cl)c3C)CC2)c(Cl)cc1Cl, ClCCl. Product: Cc1c(Cl)c(C(F)(F)F)nn1CC(=O)C1CCN(c2cc(O)c(Cl)cc2Cl)CC1. RXN SMILES: [B:31]([Br:32])([Br:33])[Br:34].[Cl:1][c:2]1[c:3]([C:27]([F:28])([F:29])[F:30])[n:4][n:5]([CH2:8][C:9](=[O:10])[CH:11]2[CH2:12][CH2:13][N:14]([c:17]3[c:18]([Cl:26])[cH:19][c:20]([Cl:25])[c:21]([O:23][CH3:24])[cH:22]3)[CH2:15][CH2:16]2)[c:6]1[CH3:7].[Cl:35][CH2:36][Cl:37]>>[Cl:1][c:2]1[c:3]([C:27]([F:28])([F:29])[F:30])[n:4][n:5]([CH2:8][C:9](=[O:10])[CH:11]2[CH2:12][CH2:13][N:14]([c:17]3[c:18]([Cl:26])[cH:19][c:20]([Cl:25])[c:21]([OH:23])[cH:22]3)[CH2:15][CH2:16]2)[c:6]1[CH3:7]. Reactants: [N+](=O)([O-])C1=CC=C(C=C1)S(=O)(=N)C ((RS)-S-(4-nitrophenyl)-S-methyl sulfoximide), C(C)(C)OC(C)C (diisopropyl ether). The reagents and catalysts are [Pd] (Pd/C). Run in C(C)O (ethanol). The product is NC1=CC=C(C=C1)S(=O)(=N)C ((RS)-S-(4-aminophenyl)-S-methyl sulfoximide). Reaction SMILES: [N+:1]([C:4]1[CH:9]=[CH:8][C:7]([S:10]([CH3:13])(=[NH:12])=[O:11])=[CH:6][CH:5]=1)([O-])=O.C(OC(C)C)(C)C>C(O)C.[Pd]>[NH2:1][C:4]1[CH:5]=[CH:6][C:7]([S:10]([CH3:13])(=[NH:12])=[O:11])=[CH:8][CH:9]=1. Reported procedure: A solution of 2.45 g (12.2 mmol) of (RS)-S-(4-nitrophenyl)-S-methyl sulfoximide in 150 ml of ethanol is hydrogenated at room temperature with use of 0.80 g of Pd/C (10%×50% H2O) under a hydrogen atmosphere at normal pressure over 4 hours. The hydrogen absorption is 920 ml. The batch is filtered and concentrated by evaporation. The residue that is obtained is digested with diisopropyl ether. 1.90 g (11.2 mmol, corresponding to 92% of theory) is obtained. Starting materials: BrC1=CC(=CC=C1)C#CC1=CC=CC=C1 (1-Bromo-3-(phenylethynyl)benzene), N1=CC(=CC=C1)B(O)O (3-pyridylboronic acid), C([O-])([O-])=O.[K+].[K+] (potassium carbonate). Reagents/catalysts: C=1C=CC(=CC1)[P](C=2C=CC=CC2)(C=3C=CC=CC3)[Pd]([P](C=4C=CC=CC4)(C=5C=CC=CC5)C=6C=CC=CC6)([P](C=7C=CC=CC7)(C=8C=CC=CC8)C=9C=CC=CC9)[P](C=1C=CC=CC1)(C=1C=CC=CC1)C=1C=CC=CC1 (Tetrakis(triphenylphosphine)palladium). Solvent: CN(C=O)C (N,N-dimethylformamide). Conditions: temperature 100 celsius, time 8 hour. Yields the product C1(=CC=CC=C1)C#CC=1C=C(C=CC1)C=1C=NC=CC1 (3-(3-(phenylethynyl)phenyl)pyridine). Isolated yield 43.5%. Reaction SMILES: Br[C:2]1[CH:7]=[CH:6][CH:5]=[C:4]([C:8]#[C:9][C:10]2[CH:15]=[CH:14][CH:13]=[CH:12][CH:11]=2)[CH:3]=1.[N:16]1[CH:21]=[CH:20][CH:19]=[C:18](B(O)O)[CH:17]=1.C(=O)([O-])[O-].[K+].[K+]>CN(C)C=O.C1C=CC([P]([Pd]([P](C2C=CC=CC=2)(C2C=CC=CC=2)C2C=CC=CC=2)([P](C2C=CC=CC=2)(C2C=CC=CC=2)C2C=CC=CC=2)[P](C2C=CC=CC=2)(C2C=CC=CC=2)C2C=CC=CC=2)(C2C=CC=CC=2)C2C=CC=CC=2)=CC=1>[C:10]1([C:9]#[C:8][C:4]2[CH:3]=[C:2]([C:18]3[CH:17]=[N:16][CH:21]=[CH:20][CH:19]=3)[CH:7]=[CH:6][CH:5]=2)[CH:11]=[CH:12][CH:13]=[CH:14][CH:15]=1 |f:2.3.4,^1:39,41,60,79|. Procedure: 1-Bromo-3-(phenylethynyl)benzene (3 g, 11.7 mmol), 3-pyridylboronic acid (1.6 g, 13.0 mmol), Tetrakis(triphenylphosphine)palladium (0.3 g, 0.26 mmol) and potassium carbonate (3.2 g, 23.2 mmol) were dissolved in N,N-dimethylformamide and the reaction was stirred at 100° C. overnight under nitrogen. The mixture was extracted with dichloromethane and the combined organic phases were washed with water, dried over sodium sulfate and concentrated in vacuo to give the title compound as oil (1.3 g, 43% ... The reactants are C1(=CC=CC=C1)CCC=1C2=C(SC1)C=CC(=C2)[C@H]2[C@H](O)[C@@H](O)[C@H](O)[C@H](O2)CO (1-[3-(2-phenylethyl)benzo[b]-thiophen-5-yl]-1-deoxy-β-D-glucopyranose), ClC(=O)OCC (ethyl chloroform ate), C(CC(O)(C(=O)O)CC(=O)O)(=O)O (citric acid). The solvent is CC1=NC(=CC(=C1)C)C (2,4,6-trimethylpyridine). Reaction conditions: time 7 hour. The product is C1(=CC=CC=C1)CCC=1C2=C(SC1)C=CC(=C2)[C@H]2[C@H](O)[C@@H](O)[C@H](O)[C@H](O2)COC(=O)OCC (1-[3-(2-Phenylethyl)benzo[b]thiophen-5-yl]-1-deoxy-6-O-ethoxycarbonyl-β-D-glucopyranose). Reaction SMILES: [C:1]1([CH2:7][CH2:8][C:9]2[C:10]3[CH:17]=[C:16]([C@@H:18]4[O:26][C@H:25]([CH2:27][OH:28])[C@@H:23]([OH:24])[C@H:21]([OH:22])[C@H:19]4[OH:20])[CH:15]=[CH:14][C:11]=3[S:12][CH:13]=2)[CH:6]=[CH:5][CH:4]=[CH:3][CH:2]=1.Cl[C:30]([O:32][CH2:33][CH3:34])=[O:31].C(O)(=O)CC(CC(O)=O)(C(O)=O)O>CC1C=C(C)C=C(C)N=1>[C:1]1([CH2:7][CH2:8][C:9]2[C:10]3[CH:17]=[C:16]([C@@H:18]4[O:26][C@H:25]([CH2:27][O:28][C:30]([O:32][CH2:33][CH3:34])=[O:31])[C@@H:23]([OH:24])[C@H:21]([OH:22])[C@H:19]4[OH:20])[CH:15]=[CH:14][C:11]=3[S:12][CH:13]=2)[CH:6]=[CH:5][CH:4]=[CH:3][CH:2]=1. Reported procedure: To a solution of 1-[3-(2-phenylethyl)benzo[b]-thiophen-5-yl]-1-deoxy-β-D-glucopyranose (0.19 g) in 2,4,6-trimethylpyridine (2 mL) was added ethyl chloroform ate (1.1 mL) at 0° C., and the mixture was stirred at room temperature for 7 hours. The reaction mixture was poured into 10% citric acid aqueous solution, and the mixture was extracted with ethyl acetate. The organic layer washed with brine and dried over anhydrous magnesium sulfate. The solvent was removed, and the residue was purified by c... The reactants are BrC1=NC=C(C(=C1[N+](=O)[O-])OC1CCN(CC1)C)F (2-bromo-5-fluoro-4-[(1-methyl-4-piperidyl)oxy]-3-nitro-pyridine), [H][H] (hydrogen). Reagents/catalysts: [Zn+2].[Br-].[Br-] (ZnBr2), [Pd] (Pd). Solvent: CO (methanol). Run at time 8 hour. Yields the product FC=1C(=C(C=NC1)N)OC1CCN(CC1)C (5-fluoro-4-((1-methylpiperidin-4-yl)oxy)pyridin-3-amine). Reaction SMILES: Br[C:2]1[C:7]([N+:8]([O-])=O)=[C:6]([O:11][CH:12]2[CH2:17][CH2:16][N:15]([CH3:18])[CH2:14][CH2:13]2)[C:5]([F:19])=[CH:4][N:3]=1.[H][H]>CO.[Zn+2].[Br-].[Br-].[Pd]>[F:19][C:5]1[C:6]([O:11][CH:12]2[CH2:17][CH2:16][N:15]([CH3:18])[CH2:14][CH2:13]2)=[C:7]([NH2:8])[CH:2]=[N:3][CH:4]=1 |f:3.4.5|. Reported procedure: A solution of 2-bromo-5-fluoro-4-[(1-methyl-4-piperidyl)oxy]-3-nitro-pyridine (96 mg, 0.2873 mmol), ZnBr2 (12.94 mg, 3.080 μL, 0.05746 mmol) and Pd on C, wet, Degussa (31 mg) in methanol (5 mL) was flushed with hydrogen and evacuated (3×) and then stirred under a hydrogen atmosphere overnight. The catalyst was filtered off through a celite pad and washed with methanol and ethyl acetate mixtures and the filtrate was concentrated in vacuo to leave a pale yellow oil that was used in next step witho... Starting materials: ClC=1N(S(N=C(N1)OC)(=O)=O)C1CCCCC1 (3-Chloro-2-cyclohexyl-5-methoxy-2H-1,2,4,6-thiatriazine-1,1-dioxide), [N+](=O)([O-])C1=CC=C(C=C1)O (para-nitrophenol), N1=CC=CC=C1 (pyridine). The solvent is C(Cl)Cl (methylene chloride), C(Cl)Cl (methylene chloride), C1CCOC1 (THF), C (charcoal). The product is C1(CCCCC1)N1S(N=C(N=C1OC1=CC=C(C=C1)[N+](=O)[O-])OC)(=O)=O (2-Cyclohexyl-5-methoxy-3-para-nitrophenoxy-2H-1,2,4,6-thiatriazine-1,1-dioxide). RXN SMILES: Cl[C:2]1[N:3]([CH:12]2[CH2:17][CH2:16][CH2:15][CH2:14][CH2:13]2)[S:4](=[O:11])(=[O:10])[N:5]=[C:6]([O:8][CH3:9])[N:7]=1.[N+:18]([C:21]1[CH:26]=[CH:25][C:24]([OH:27])=[CH:23][CH:22]=1)([O-:20])=[O:19].N1C=CC=CC=1>C(Cl)Cl.C1COCC1.C>[CH:12]1([N:3]2[C:2]([O:27][C:24]3[CH:25]=[CH:26][C:21]([N+:18]([O-:20])=[O:19])=[CH:22][CH:23]=3)=[N:7][C:6]([O:8][CH3:9])=[N:5][S:4]2(=[O:11])=[O:10])[CH2:17][CH2:16][CH2:15][CH2:14][CH2:13]1. Procedure: A solution of the chlorothiatriazine obtained in Step 3. above (92.3 g) in methylene chloride (250 ml) is added dropwise to a stirred solution of para-nitrophenol (49.4 g) and pyridine (70.2 g) in methylene chloride (500 ml) and refluxed for 3 hours. The reaction mixture is washed with 3N HCl and sodium bicarbonate solution. The methylene chloride layer is dried, filtered, washed and evaporated yielding a solid which is dissolved in hot THF with charcoal, filtered and evaporated. The resulting s... Reactants: CC1=C(C=CC=C1)C1=C(C=C(C=C1)C(=O)O)C(F)(F)F (2′-methyl-2-(trifluoromethyl)biphenyl-4-carboxylic acid), NC(C=1C=CC(=C(CN(CC(=O)OC(C)(C)C)C)C1)Cl)=NO (tert-butyl N-{5-[amino(hydroxyimino)methyl]-2-chlorobenzyl}-N-methylglycinate). Reported procedure: Tert-butyl N-(2-chloro-5-{5-[2′-methyl-2-(trifluoromethyl)biphenyl-4-yl]-1,2,4-oxadiazol-3-yl}benzyl)-N-methylglycinate was prepared following the general procedure 3 starting from Intermediate 5 and Intermediate 60. It was hydrolyzed following general procedure 8 to afford the title compound as a white powder. 1H NMR (DMSO-d6, 300 MHz) δ 8.53 (m, 3H), 8.22 (m, 2H), 7.84 (d, J=8.3 Hz, 1H), 7.69 (d, J=8.0 Hz, 1H), 7.43-7.33 (m, 2H), 7.29 (m, 1H), 7.17 (m, 1H), 4.59 (m, 2H), 4.17 (m, 2H), 2.81 (s,... The product is ClC1=C(CN(CC(=O)OC(C)(C)C)C)C=C(C=C1)C1=NOC(=N1)C1=CC(=C(C=C1)C1=C(C=CC=C1)C)C(F)(F)F (Tert-butyl N-(2-chloro-5-{5-[2′-methyl-2-(trifluoromethyl)biphenyl-4-yl]-1,2,4-oxadiazol-3-yl}benzyl)-N-methylglycinate), Cl.ClC1=C(CN(CC(=O)O)C)C=C(C=C1)C1=NOC(=N1)C1=CC(=C(C=C1)C1=C(C=CC=C1)C)C(F)(F)F (N-(2-chloro-5-{5-[2′-methyl-2-(trifluoromethyl)biphenyl-4-yl]-1,2,4-oxadiazol-3-yl}benzyl)-N-methylglycine, hydrochloride salt). RXN SMILES: [CH3:1][C:2]1[CH:7]=[CH:6][CH:5]=[CH:4][C:3]=1[C:8]1[CH:13]=[CH:12][C:11]([C:14](O)=O)=[CH:10][C:9]=1[C:17]([F:20])([F:19])[F:18].[NH2:21][C:22](=[N:41][OH:42])[C:23]1[CH:24]=[CH:25][C:26]([Cl:40])=[C:27]([CH:39]=1)[CH2:28][N:29]([CH3:38])[CH2:30][C:31]([O:33][C:34]([CH3:37])([CH3:36])[CH3:35])=[O:32]>>[Cl:40][C:26]1[CH:25]=[CH:24][C:23]([C:22]2[N:21]=[C:14]([C:11]3[CH:12]=[CH:13][C:8]([C:3]4[CH:4]=[CH:5][CH:6]=[CH:7][C:2]=4[CH3:1])=[C:9]([C:17]([F:18])([F:20])[F:19])[CH:10]=3)[O:42][N:41]=2)=[CH:39][C:27]=1[CH2:28][N:29]([CH3:38])[CH2:30][C:31]([O:33][C:34]([CH3:37])([CH3:36])[CH3:35])=[O:32].[ClH:40].[Cl:40][C:26]1[CH:25]=[CH:24][C:23]([C:22]2[N:21]=[C:14]([C:11]3[CH:12]=[CH:13][C:8]([C:3]4[CH:4]=[CH:5][CH:6]=[CH:7][C:2]=4[CH3:1])=[C:9]([C:17]([F:18])([F:20])[F:19])[CH:10]=3)[O:42][N:41]=2)=[CH:39][C:27]=1[CH2:28][N:29]([CH3:38])[CH2:30][C:31]([OH:33])=[O:32] |f:3.4|.